Task: describe an organic reaction: reactants, conditions, products, and yield. Dataset: the Open Reaction Database (ORD), a public repository of structured organic reaction records The reactants are CC=1C=C(C=CC1C)CC#N (2-(3,4-dimethylphenyl)acetonitrile), OS(=O)(=O)O (H2SO4), CO (methanol). The solvent is O (H2O). The product is COC(CC1=CC(=C(C=C1)C)C)=O (methyl-2-(3,4-dimethylphenyl)acetate). Yield: 98.0%. RXN SMILES: [CH3:1][C:2]1[CH:3]=[C:4]([CH2:9][C:10]#N)[CH:5]=[CH:6][C:7]=1[CH3:8].[OH:12]S(O)(=O)=O.[CH3:17][OH:18]>O>[CH3:17][O:18][C:10](=[O:12])[CH2:9][C:4]1[CH:5]=[CH:6][C:7]([CH3:8])=[C:2]([CH3:1])[CH:3]=1. Reported procedure: A mixture solution of 2-(3,4-dimethylphenyl)acetonitrile (2) (9.395 g, 64.7 mmol) in methanol was refluxed with H2SO4 3.5 ml (64.7 mmol) for 3 days. The mixture was cooled, diluted with H2O and concentrated in vacuo under sodium bicarbonate. The residue was separated H2O and CH2Cl2 and the H2O layer was extracted with CH2Cl2 several times. The combined organic layers were washed with H2O, dried over MgSO4, and concentrated in vacuo. The residue was purified by flash column chromatography on sili... Product: FC1=C(C(=CC=C1)F)NC(C1=C(C=CC(=C1)C=1N=C2N(C=CC=C2)C1C1=NC(=NC=C1)NC1=C(C=C(C(=C1)C)C1CCN(CC1)CCC)OC)OCC)=O (N-(2,6-difluorophenyl)-2-(ethyloxy)-5-[3-(2-{[5-methyl-2-(methyloxy)-4-(1-propyl-4-piperidinyl)phenyl]amino}-4-pyrimidinyl)imidazo[1,2-a]pyridin-2-yl]benzamide). Isolated yield 49.4%. Reported procedure: 5-[3-(2-Chloro-4-pyrimidinyl)imidazo[1,2-a]pyridin-2-yl]-N-(2,6-difluorophenyl)-2-(ethyloxy)benzamide (Intermediate Example 6) (100 mg, 0.2 mmol), 5-methyl-2-(methyloxy)-4-(1-propyl-4-piperidinyl)aniline (Example 157, step D) (47 mg, 0.18 mmol), and p-toluenesulfonic acid (90 mg, 0.47 mmol) were weighed into a 20 mL vial. 7 mL of iPrOH was added and the mixture was heated to 120° C. for 48 h. The mixture was transferred to a 50 mL round bottom and neutralized with 3 mL of 0.5 N sodium methoxide.... Reactants: ClC1=NC=CC(=N1)C1=C(N=C2N1C=CC=C2)C=2C=CC(=C(C(=O)NC1=C(C=CC=C1F)F)C2)OCC (5-[3-(2-Chloro-4-pyrimidinyl)imidazo[1,2-a]pyridin-2-yl]-N-(2,6-difluorophenyl)-2-(ethyloxy)benzamide), C[O-].[Na+] (sodium methoxide), CC=1C(=CC(=C(N)C1)OC)C1CCN(CC1)CCC (5-methyl-2-(methyloxy)-4-(1-propyl-4-piperidinyl)aniline), C1(=CC=C(C=C1)S(=O)(=O)O)C (p-toluenesulfonic acid). Reaction SMILES: Cl[C:2]1[N:7]=[C:6]([C:8]2[N:12]3[CH:13]=[CH:14][CH:15]=[CH:16][C:11]3=[N:10][C:9]=2[C:17]2[CH:18]=[CH:19][C:20]([O:34][CH2:35][CH3:36])=[C:21]([CH:33]=2)[C:22]([NH:24][C:25]2[C:30]([F:31])=[CH:29][CH:28]=[CH:27][C:26]=2[F:32])=[O:23])[CH:5]=[CH:4][N:3]=1.[CH3:37][C:38]1[C:39]([CH:47]2[CH2:52][CH2:51][N:50]([CH2:53][CH2:54][CH3:55])[CH2:49][CH2:48]2)=[CH:40][C:41]([O:45][CH3:46])=[C:42]([CH:44]=1)[NH2:43].C1(C)C=CC(S(O)(=O)=O)=CC=1.C[O-].[Na+]>C(Cl)Cl.CC(O)C>[F:32][C:26]1[CH:27]=[CH:28][CH:29]=[C:30]([F:31])[C:25]=1[NH:24][C:22](=[O:23])[C:21]1[CH:33]=[C:17]([C:9]2[N:10]=[C:11]3[CH:16]=[CH:15][CH:14]=[CH:13][N:12]3[C:8]=2[C:6]2[CH:5]=[CH:4][N:3]=[C:2]([NH:43][C:42]3[CH:44]=[C:38]([CH3:37])[C:39]([CH:47]4[CH2:52][CH2:51][N:50]([CH2:53][CH2:54][CH3:55])[CH2:49][CH2:48]4)=[CH:40][C:41]=3[O:45][CH3:46])[N:7]=2)[CH:18]=[CH:19][C:20]=1[O:34][CH2:35][CH3:36] |f:3.4|. Solvent: C(Cl)Cl (DCM), CC(C)O (iPrOH). Conditions: temperature 120 celsius. Yields the product O=C1NCCCCC1N(Cc1ccc(C2(C(=O)O)CC2)cc1)S(=O)(=O)c1ccc(Cl)cc1. The reactants are COC(=O)C1(c2ccc(CN(C3CCCCNC3=O)S(=O)(=O)c3ccc(Cl)cc3)cc2)CC1, CO, [Na+], [OH-]. As a reaction SMILES: [CH3:1][O:2][C:3](=[O:4])[C:5]1([c:8]2[cH:9][cH:10][c:11]([CH2:14][N:15]([CH:16]3[C:17](=[O:23])[NH:18][CH2:19][CH2:20][CH2:21][CH2:22]3)[S:24](=[O:25])(=[O:26])[c:27]3[cH:28][cH:29][c:30]([Cl:33])[cH:31][cH:32]3)[cH:12][cH:13]2)[CH2:6][CH2:7]1.[CH3:36][OH:37].[Na+:35].[OH-:34]>>[O:2]=[C:3]([OH:4])[C:5]1([c:8]2[cH:9][cH:10][c:11]([CH2:14][N:15]([CH:16]3[C:17](=[O:23])[NH:18][CH2:19][CH2:20][CH2:21][CH2:22]3)[S:24](=[O:25])(=[O:26])[c:27]3[cH:28][cH:29][c:30]([Cl:33])[cH:31][cH:32]3)[cH:12][cH:13]2)[CH2:6][CH2:7]1. The reactants are NC=1C=CC=C2C=CC=NC12 (8-aminoquinoline), N1=CC=CC=C1 (pyridine), ClC1=CC(=C(C=C1)S(=O)(=O)Cl)[N+](=O)[O-] (4-chloro-2-nitrobenzenesulfonylchloride), ClC1=CC(=C(C=C1)S(=O)(=O)Cl)[N+](=O)[O-] (4-chloro-2-nitrobenzenesulfonylchloride). The reagents and catalysts are CN(C)C=1C=CN=CC1 (DMAP). Run in C(Cl)Cl (DCM). The product is ClC1=CC(=C(C=C1)S(=O)(=O)NC=1C=CC=C2C=CC=NC12)[N+](=O)[O-] (4-Chloro-2-nitro-N-quinolin-8-yl-benzenesulfonamide). Isolated yield 26.5%. Reaction SMILES: [NH2:1][C:2]1[CH:3]=[CH:4][CH:5]=[C:6]2[C:11]=1[N:10]=[CH:9][CH:8]=[CH:7]2.[Cl:12][C:13]1[CH:18]=[CH:17][C:16]([S:19](Cl)(=[O:21])=[O:20])=[C:15]([N+:23]([O-:25])=[O:24])[CH:14]=1.N1C=CC=CC=1>CN(C1C=CN=CC=1)C.C(Cl)Cl>[Cl:12][C:13]1[CH:18]=[CH:17][C:16]([S:19]([NH:1][C:2]2[CH:3]=[CH:4][CH:5]=[C:6]3[C:11]=2[N:10]=[CH:9][CH:8]=[CH:7]3)(=[O:21])=[O:20])=[C:15]([N+:23]([O-:25])=[O:24])[CH:14]=1. Reported procedure: In a similar fashion using route 18 general procedure 27, 8-aminoquinoline (420 mg, 2.91 mmol), 4-chloro-2-nitro-benzenesulfonyl chloride (Intermediate 454) (1.1 g, 4.37 mmol), pyridine (1.5 ml), DMAP (cat.) and DCM (10 ml) gave the title compound (280 mg, 16%) after purification by column chromatography with n-hexane/EtOAc (90:10) elution. Starting materials: C(C1=CC=CC=C1)OCO[C@@H]1C[C@@H](N(C1)C(=O)OC(C)(C)C)CO ((2R,4R)-tert-butyl 4-(benzyloxymethoxy)-2-(hydroxymethyl)pyrrolidine-1-carboxylate), OC=1C(=NC=CC1)C(=O)OCC (ethyl 3-hydroxypicolinate), ClC=1C=C(C=NC1)O (5-chloropyridin-3-ol). The product is C(C1=CC=CC=C1)OCO[C@@H]1C[C@@H](N(C1)C(=O)OC(C)(C)C)COC=1C(=NC=CC1)C(=O)OCC (ethyl 3-(((2R,4R)-4-(benzyloxymethoxy)-1-(tert-butoxycarbonyl)pyrrolidin-2-yl)methoxy)picolinate). As a reaction SMILES: [CH2:1]([O:8][CH2:9][O:10][C@H:11]1[CH2:15][N:14]([C:16]([O:18][C:19]([CH3:22])([CH3:21])[CH3:20])=[O:17])[C@@H:13]([CH2:23][OH:24])[CH2:12]1)[C:2]1[CH:7]=[CH:6][CH:5]=[CH:4][CH:3]=1.O[C:26]1[C:27]([C:32]([O:34][CH2:35][CH3:36])=[O:33])=[N:28][CH:29]=[CH:30][CH:31]=1.ClC1C=C(O)C=NC=1>>[CH2:1]([O:8][CH2:9][O:10][C@H:11]1[CH2:15][N:14]([C:16]([O:18][C:19]([CH3:20])([CH3:21])[CH3:22])=[O:17])[C@@H:13]([CH2:23][O:24][C:26]2[C:27]([C:32]([O:34][CH2:35][CH3:36])=[O:33])=[N:28][CH:29]=[CH:30][CH:31]=2)[CH2:12]1)[C:2]1[CH:7]=[CH:6][CH:5]=[CH:4][CH:3]=1. Procedure details: The title compound was prepared according to the procedure described in Step 1 of EXAMPLE 29 using (2R,4R)-tert-butyl 4-(benzyloxymethoxy)-2-(hydroxymethyl)pyrrolidine-1-carboxylate (EXAMPLE 79 Step 2) and ethyl 3-hydroxypicolinate instead of (R)-pyrrolidin-2-ylmethanol and 5-chloropyridin-3-ol. Reactants: N1=C(C=CC=C1)C1=C(C(=CC=C1)N)N (3-(pyridin-2-yl)benzene-1,2-diamine), Cl (HCl). The solvent is CCOC(=O)C (EtOAc), CCOC(=O)C (EtOAc). Reaction conditions: temperature 0 celsius, time 20 minute. The product is Cl.Cl.Cl.N1=C(C=CC=C1)C1=C(C(=CC=C1)N)N (3-(pyridin-2-yl)benzene-1,2-diamine-3HCl). RXN SMILES: [N:1]1[CH:6]=[CH:5][CH:4]=[CH:3][C:2]=1[C:7]1[CH:12]=[CH:11][CH:10]=[C:9]([NH2:13])[C:8]=1[NH2:14].[ClH:15]>CCOC(C)=O>[ClH:15].[ClH:15].[ClH:15].[N:1]1[CH:6]=[CH:5][CH:4]=[CH:3][C:2]=1[C:7]1[CH:12]=[CH:11][CH:10]=[C:9]([NH2:13])[C:8]=1[NH2:14] |f:3.4.5.6|. Procedure: To a solution of 3-(pyridin-2-yl)benzene-1,2-diamine (1.86 g, 0.01 mmol) in EtOAc (200 mL) was added HCl in EtOAc (40 mL) and the mixture was stirred at 0° C. for 20 min. The precipitate was collected by filtration to give 3-(pyridin-2-yl)benzene-1,2-diamine-3HCl (C) as a yellow solid. 1H NMR (DMSO-d6, 400 MHz) δ ppm 6.89 (t, J=7.6 Hz, 1H), 7.33 (brs, 1H), 7.51 (d, J=7.2 Hz, 1H), 7.54-7.66 (m, 2H), 7.97 (d, J=8 Hz, 1H), 8.16 (brs, 1H), 8.75 (brs, 1H). Starting materials: Polyester, hydroxyl polyester, C(C(C)O)O (propylene glycol), C(CCCCC(=O)O)(=O)O (adipic acid), C1(O)=CC=C(O)C=C1 (hydroquinone), Polyurethane, CC=1C(=CC(=CC1)N=C=O)N=C=O (tolylene diisocyanate), Polyester, C(C=C)(=O)OCCO (hydroxyethyl acrylate), C(CCCCCCCCCCC)(=O)[O-].C(CCCCCCCCCCC)(=O)[O-].C(CCC)[Sn+2]CCCC (dibutyltin dilaurate). Run in C=CC1=CC=CC=C1 (styrene). Conditions: time 1 hour. The product is C=CC1=CC=CC=C1 (styrene), 550, NC(=O)OCC (Urethane). The yield is 50.0%. RXN SMILES: [CH2:1](O)[CH:2]([OH:4])[CH3:3].[C:6](O)(=O)[CH2:7][CH2:8][CH2:9][CH2:10]C(O)=O.C1(C=CC(O)=CC=1)O.CC1C(N=C=O)=CC([N:31]=[C:32]=[O:33])=CC=1.C(OCCO)(=O)C=C.C([O-])(=O)CCCCCCCCCCC.C([O-])(=O)CCCCCCCCCCC.C([Sn+2]CCCC)CCC>C=CC1C=CC=CC=1>[CH2:3]=[CH:2][C:1]1[CH:10]=[CH:9][CH:8]=[CH:7][CH:6]=1.[NH2:31][C:32]([O:4][CH2:2][CH3:3])=[O:33] |f:5.6.7|. Procedure: 300 ppm of hydroquinone were added to an unsaturated polyester having an acid number of 35 and prepared from 665 g (4 moles) of isophthalic acid, 588 g (6 moles) of maleic anhydride and 798 g (10.5 moles) of propylene glycol in the conventional two-stage reaction. The resulting product was then dissolved in styrene to obtain an unsaturated polyester resin having an unvolatile content of 60% (hereinafter referred to as Polyester A). Apart from this resin, a hydroxyl polyester having an acid numbe... Starting materials: C(C)OC(CNCC1=C(C=CC(=C1Cl)Cl)N)=O (N-(2-amino-5,6-dichlorobenzyl)glycine ethyl ester), [N+](=O)(O)[O-].CC1=NN(C(=C1)C)C(=N)N (3,5-dimethylpyrazole-1-carboxamidine nitrate). Solvent: C(C)O (ethanol). Yields the product ClC1=C2CN3C(=NC2=CC=C1Cl)NC(C3)=O (6,7-Dichloro-1,5-dihydroimidazo[2,1-b]quinazolin-2(3H)-one). Isolated yield 39.8%. RXN SMILES: C(O[C:4](=[O:17])[CH2:5][NH:6][CH2:7][C:8]1[C:13]([Cl:14])=[C:12]([Cl:15])[CH:11]=[CH:10][C:9]=1[NH2:16])C.[N+]([O-])(O)=O.C[C:23]1C=C(C)N(C(N)=N)[N:24]=1>C(O)C>[Cl:14][C:13]1[C:12]([Cl:15])=[CH:11][CH:10]=[C:9]2[C:8]=1[CH2:7][N:6]1[CH2:5][C:4](=[O:17])[NH:24][C:23]1=[N:16]2 |f:1.2|. Procedure: A mixture of N-(2-amino-5,6-dichlorobenzyl)glycine ethyl ester (2.77 g, 0.01 mole) and 3,5-dimethylpyrazole-1-carboxamidine nitrate (2.01 g, 0.01 mole) in absolute ethanol (30 ml) was heated at reflux for 24 hours. The mixture was filtered and the product was washed successively with ethanol, acetone and ether to yield the title compound (1.02 g, 40%); identical (ir, nmr) with authentic material prepared by a prior art procedure. The reactants are CN1CCCC1=O, Cc1ccc(S(=O)(=O)O)cc1, COC(CN(C(=O)CCOCCc1cccc(-c2ncon2)c1)C1CCCCC1)OC. Yields the product O=CCN(C(=O)CCOCCc1cccc(-c2ncon2)c1)C1CCCCC1. RXN SMILES: [CH3:43][N:44]1[CH2:45][CH2:46][CH2:47][C:48]1=[O:49].[c:32]1([CH3:33])[cH:34][cH:35][c:36]([S:37]([OH:38])(=[O:39])=[O:40])[cH:41][cH:42]1.[o:1]1[n:2][c:3](-[c:6]2[cH:7][c:8]([CH2:9][CH2:10][O:11][CH2:12][CH2:13][C:14](=[O:15])[N:16]([CH2:17][CH:18]([O:19][CH3:22])[O:20][CH3:21])[CH:23]3[CH2:24][CH2:25][CH2:26][CH2:27][CH2:28]3)[cH:29][cH:30][cH:31]2)[n:4][cH:5]1>>[o:1]1[n:2][c:3](-[c:6]2[cH:7][c:8]([CH2:9][CH2:10][O:11][CH2:12][CH2:13][C:14](=[O:15])[N:16]([CH2:17][CH:18]=[O:19])[CH:23]3[CH2:24][CH2:25][CH2:26][CH2:27][CH2:28]3)[cH:29][cH:30][cH:31]2)[n:4][cH:5]1.